From a dataset of the Open Reaction Database (ORD), a public repository of structured organic reaction records. describe an organic reaction: reactants, conditions, products, and yield Starting materials: O (water), FC(OC1=CC=C(C=C1)C1=NNC(O1)=O)(F)F (5-(4-trifluoromethoxy-phenyl)-3H-[1,3,4]oxadiazol-2-one), ClC=1N(C=C(N1)[N+](=O)[O-])C[C@]1(OC1)C ((R)-2-chloro-1-(2-methyloxiran-2-ylmethyl)-4-nitroimidazole), C([O-])([O-])=O.[K+].[K+] (potassium carbonate). Solvent: CN(C)C=O (DMF). Conditions: time 16 hour. The product is ClC=1N(C=C(N1)[N+](=O)[O-])C[C@@](CN1C(OC(=N1)C1=CC=C(C=C1)OC(F)(F)F)=O)(C)O ((R)-3-[3-(2-chloro-4-nitroimidazol-1-yl)-2-hydroxy-2-methylpropyl]-5-(4-trifluoromethoxyphenyl)-3H-[1,3,4]oxadiazol-2-one). Yield: 99.4%. As a reaction SMILES: [F:1][C:2]([F:17])([F:16])[O:3][C:4]1[CH:9]=[CH:8][C:7]([C:10]2[O:14][C:13](=[O:15])[NH:12][N:11]=2)=[CH:6][CH:5]=1.[Cl:18][C:19]1[N:20]([CH2:27][C@:28]2([CH3:31])[CH2:30][O:29]2)[CH:21]=[C:22]([N+:24]([O-:26])=[O:25])[N:23]=1.C(=O)([O-])[O-].[K+].[K+].O>CN(C=O)C>[Cl:18][C:19]1[N:20]([CH2:27][C@:28]([OH:29])([CH3:30])[CH2:31][N:12]2[N:11]=[C:10]([C:7]3[CH:6]=[CH:5][C:4]([O:3][C:2]([F:1])([F:16])[F:17])=[CH:9][CH:8]=3)[O:14][C:13]2=[O:15])[CH:21]=[C:22]([N+:24]([O-:26])=[O:25])[N:23]=1 |f:2.3.4|. Procedure details: To a solution of 5-(4-trifluoromethoxy-phenyl)-3H-[1,3,4]oxadiazol-2-one (0.68 g, 2.76 mmol) and (R)-2-chloro-1-(2-methyloxiran-2-ylmethyl)-4-nitroimidazole prepared in Example 12 (0.50 g, 2.30 mmol) in DMF (5 ml), potassium carbonate (0.38 g, 2.76 mmol) was added followed by stirring at room temperature for 16 hours, and then water was added. The solution was extracted with ethyl acetate, dried over magnesium sulfate, and then concentrated under reduced pressure. The residue was purified by sil... The reagents and catalysts are [Rh] (rhodium on carbon), [Pd] (palladium). Yields the product NCC1(CCCCC1)CC(=O)O (1-(aminomethyl)-cyclohexaneacetic acid). Run in CO (methanol), CO (methanol). Procedure details: One gram of 10% rhodium on carbon, containing 1% palladium, (Pearlman, W. M., Tetrahedron Letters, pages 1663-1664 (1967)) is slurried in 30 ml methanol and reduced under hydrogen in a Parr shaker. 1-Cyanocyclohexaneacetic acid (16.7 g, 0.1 mol) is dissolved in 40 ml methanol and combined with the reduced catalyst. The mixture is placed under 50 pounds per square inch gauge (psig) hydrogen and shaken for two hours at room temperature. The catalyst is removed by filtration, and the filtrate is co... Starting materials: [H][H] (hydrogen), C(#N)C1(CCCCC1)CC(=O)O (1-Cyanocyclohexaneacetic acid). Isolated yield 79.7%. As a reaction SMILES: [C:1]([C:3]1([CH2:9][C:10]([OH:12])=[O:11])[CH2:8][CH2:7][CH2:6][CH2:5][CH2:4]1)#[N:2].[H][H]>CO.[Rh].[Pd]>[NH2:2][CH2:1][C:3]1([CH2:9][C:10]([OH:12])=[O:11])[CH2:8][CH2:7][CH2:6][CH2:5][CH2:4]1. Run at time 2 hour. Reactants: C(CCCCCCC)C1=C2C(SC=C2)=C(C2=C1SC=C2)CCCCCCCC (4,8-dioctylbenzo[1,2-b:4,5-b′]dithiophene), C(CCC)[Li] (n-butyllithium), O (water), C[Sn](C)(C)Cl (trimethyltin chloride). Run in O1CCCC1 (tetrahydrofuran). Conditions: time 1 hour. Product: C(CCCCCCC)C1=C2C(SC(=C2)[Sn](C)(C)C)=C(C2=C1SC(=C2)[Sn](C)(C)C)CCCCCCCC (4,8-dioctyl-2,6-bis-trimethylstannylbenzo[1,2-b:4,5-b′]dithiophene). The yield is 74.0%. RXN SMILES: [CH2:1]([C:9]1[C:17]2[S:18][CH:19]=[CH:20][C:16]=2[C:15]([CH2:21][CH2:22][CH2:23][CH2:24][CH2:25][CH2:26][CH2:27][CH3:28])=[C:11]2[S:12][CH:13]=[CH:14][C:10]=12)[CH2:2][CH2:3][CH2:4][CH2:5][CH2:6][CH2:7][CH3:8].C([Li])CCC.[CH3:34][Sn:35](Cl)([CH3:37])[CH3:36].O>O1CCCC1>[CH2:1]([C:9]1[C:17]2[S:18][C:19]([Sn:35]([CH3:37])([CH3:36])[CH3:34])=[CH:20][C:16]=2[C:15]([CH2:21][CH2:22][CH2:23][CH2:24][CH2:25][CH2:26][CH2:27][CH3:28])=[C:11]2[S:12][C:13]([Sn:35]([CH3:37])([CH3:36])[CH3:34])=[CH:14][C:10]=12)[CH2:2][CH2:3][CH2:4][CH2:5][CH2:6][CH2:7][CH3:8]. Procedure details: To a solution of 4,8-dioctylbenzo[1,2-b:4,5-b′]dithiophene (782 mg, 1.89 mmol) in dry tetrahydrofuran (36 mL) was added n-butyllithium (2.5 M in hexane, 1.66 mL, 4.15 mmol) at −78° C. After 1 hour, trimethyltin chloride (877 mg, 4.40 mmol) was added in one portion. The mixture was stirred at room temperature for 2 hours, poured into water and extracted with ether three times. The organic layer was washed with brine and dried over anhydrous MgSO4. Upon evaporating the solvent, a pale yellow oil w... The reactants are C1(CCCCCN1)=O (ε-caprolactam), C1(CCCCCN1)=O (ε-caprolactam), [OH-].[Na+] (NaOH), ClC(=O)OCC1=CC=CC=C1 (benzyl chloroformate). Conditions: temperature 7.5 celsius, time 1 hour. Product: C(C1=CC=CC=C1)OC(=O)NCCCCCC(=O)O (6-benzyloxycarbonylamino-hexanoic acid). As a reaction SMILES: [C:1]1(=[O:8])[NH:7][CH2:6][CH2:5][CH2:4][CH2:3][CH2:2]1.Cl[C:10]([O:12][CH2:13][C:14]1[CH:19]=[CH:18][CH:17]=[CH:16][CH:15]=1)=[O:11].[OH-:20].[Na+]>>[CH2:13]([O:12][C:10]([NH:7][CH2:6][CH2:5][CH2:4][CH2:3][CH2:2][C:1]([OH:8])=[O:20])=[O:11])[C:14]1[CH:19]=[CH:18][CH:17]=[CH:16][CH:15]=1 |f:2.3|. Procedure details: 5 g (44.2 mmol) of ε-caprolactam was dissolved in 19.4 g of 20 wt % NaOH and heated to reflux for 3-5 hours. After ε-caprolactam was hydrolyzed completely, the mixture was cooled down to 5-10° C. and 25 g of benzyl chloroformate was added. The mixture was stirred 1 hour at 5˜10° C. and then washed with 25 g of ethyl acetate twice. The pH of the aqueous layer was adjusted to 1-2 by adding 16% HCl and extracted with ethyl acetate twice. Combined ethyl acetate layer was washed with brine. The organ... The reactants are C(C)OC=1C=C(C=O)C=CC1I (3-ethoxy-4-iodo-benzaldehyde), C(C)OC(C1=CC(=C(C=C1)I)OCC)=O (3-ethoxy-4-iodo-benzoic acid ethyl ester), CC(C)C[AlH]CC(C)C (DIBAL-H). The reagents and catalysts are O=[Mn]=O (MnO2). Yields the product C1(CC1)C1=C(C=C(C=O)C=C1)OCC (4-Cyclopropyl-3-ethoxy-benzaldehyde). As a reaction SMILES: [CH2:1]([O:3][C:4]1[CH:5]=[C:6]([CH:9]=[CH:10][C:11]=1I)[CH:7]=[O:8])[CH3:2].C(O[C:16](=O)[C:17]1[CH:22]=CC(I)=C(OCC)C=1)C.CC(C[AlH]CC(C)C)C>O=[Mn]=O>[CH:22]1([C:11]2[CH:10]=[CH:9][C:6]([CH:7]=[O:8])=[CH:5][C:4]=2[O:3][CH2:1][CH3:2])[CH2:17][CH2:16]1. Reported procedure: The necessary intermediate 4-Cyclopropyl-3-ethoxy-benzaldehyde was prepared as described in example 158, but using 3-ethoxy-4-iodo-benzaldehyde (synthesized from 3-ethoxy-4-iodo-benzoic acid ethyl ester (CAS NO. 741699-04-7) by DIBAL-H reduction followed by MnO2 oxidation) as starting material, as light brown oil. Reactants: CNC, CO, Clc1nn2nnnc2c2c1CCCC2. Product: CN(C)c1nn2nnnc2c2c1CCCC2. RXN SMILES: [CH3:15][NH:16][CH3:17].[CH3:18][OH:19].[Cl:1][c:2]1[n:3][n:4]2[c:5]([c:6]3[c:11]1[CH2:10][CH2:9][CH2:8][CH2:7]3)[n:12][n:13][n:14]2>>[c:2]1([N:16]([CH3:15])[CH3:17])[n:3][n:4]2[c:5]([c:6]3[c:11]1[CH2:10][CH2:9][CH2:8][CH2:7]3)[n:12][n:13][n:14]2.